From a dataset of the Open Reaction Database (ORD), a public repository of structured organic reaction records. describe an organic reaction: reactants, conditions, products, and yield The reactants are [BH4-], CC(=O)OCC1OC(n2cnc3c(=O)[nH]c(NCSc4ccc(C)cc4)nc32)C(OC(C)=O)C1OC(C)=O, CS(C)=O, CO, ClCCl, [K+], [Na+], O=P([O-])(O)O. Yields the product CNc1nc2c(ncn2C2OC(COC(C)=O)C(OC(C)=O)C2OC(C)=O)c(=O)[nH]1. Reaction SMILES: [BH4-:1].[C:3]([CH3:4])(=[O:5])[O:6][CH:7]1[CH:8]([n:21]2[cH:22][n:23][c:24]3[c:25](=[O:26])[nH:27][c:28]([NH:29][CH2:30][S:31][c:32]4[cH:33][cH:34][c:35]([CH3:36])[cH:37][cH:38]4)[n:39][c:40]23)[O:9][CH:10]([CH2:16][O:17][C:18]([CH3:19])=[O:20])[CH:11]1[O:12][C:13]([CH3:14])=[O:15].[CH3:50][S:51](=[O:52])[CH3:53].[CH3:54][OH:55].[Cl:47][CH2:48][Cl:49].[K+:41].[Na+:2].[OH:42][P:43](=[O:44])([O-:45])[OH:46]>>[C:3]([CH3:4])(=[O:5])[O:6][CH:7]1[CH:8]([n:21]2[cH:22][n:23][c:24]3[c:25](=[O:26])[nH:27][c:28]([NH:29][CH3:30])[n:39][c:40]23)[O:9][CH:10]([CH2:16][O:17][C:18]([CH3:19])=[O:20])[CH:11]1[O:12][C:13]([CH3:14])=[O:15]. Starting materials: OC1=C(C(=CC2=C1[C@@]1(C(C3=CC=4C(C(=CC(C4C(=C3C([C@@]1([C@@H](C2)O)OC)=O)O)=O)NC2O[C@H]([C@@H]([C@H]([C@H]2OC)O)OC)C)=O)=O)O)C)C(=O)O ((6R,6aS,14aR)-1,6,8,14a-tetrahydroxy-11-((3R,4R,5R,6S)-4-hydroxy-3,5-dimethoxy-6-methyltetrahydro-2H-pyran-2-ylamino)-6a-methoxy-3-methyl-7,9,12,14-tetraoxo-5,6,6a,7,9,12,14,14a-octahydrobenzo[a]tetracene-2-carboxylic acid), polystyrene carbodiimide, O.ON1N=NC2=C1C=CC=C2 (1-hydroxybenzotriazole hydrate), N1CCCC1 (pyrrolidine). Run in C1CCOC1 (THF). Reaction conditions: time 15 minute. The product is OC1=C(C(=CC2=C1[C@@]1(C(C3=CC=4C(C(=CC(C4C(=C3C([C@@]1([C@@H](C2)O)OC)=O)O)=O)NC2O[C@H]([C@@H]([C@H]([C@H]2OC)O)OC)C)=O)=O)O)C)C(=O)N2CCCC2 ((6R,6aS,14aR)-1,6,8,14a-tetrahydroxy-11-((3R,4R,5R,6S)-4-hydroxy-3,5-dimethoxy-6-methyltetrahydro-2H-pyran-2-ylamino)-6a-methoxy-3-methyl-2-(pyrrolidine-1-carbonyl)-6,6a-dihydrobenzo[a]tetracene-7,9,12,14(5H,14aH)-tetraone). Isolated yield 2.8%. As a reaction SMILES: [OH:1][C:2]1[C:7]2[C@@:8]3([OH:45])[C@@:21]([O:25][CH3:26])([C@H:22]([OH:24])[CH2:23][C:6]=2[CH:5]=[C:4]([CH3:46])[C:3]=1[C:47](O)=[O:48])[C:20](=[O:27])[C:19]1[C:10](=[CH:11][C:12]2[C:13](=[O:43])[C:14]([NH:30][CH:31]4[C@H:36]([O:37][CH3:38])[C@H:35]([OH:39])[C@@H:34]([O:40][CH3:41])[C@H:33]([CH3:42])[O:32]4)=[CH:15][C:16](=[O:29])[C:17]=2[C:18]=1[OH:28])[C:9]3=[O:44].O.ON1C2C=CC=CC=2N=N1.[NH:61]1[CH2:65][CH2:64][CH2:63][CH2:62]1>C1COCC1>[OH:1][C:2]1[C:7]2[C@@:8]3([OH:45])[C@@:21]([O:25][CH3:26])([C@H:22]([OH:24])[CH2:23][C:6]=2[CH:5]=[C:4]([CH3:46])[C:3]=1[C:47]([N:61]1[CH2:65][CH2:64][CH2:63][CH2:62]1)=[O:48])[C:20](=[O:27])[C:19]1[C:10](=[CH:11][C:12]2[C:13](=[O:43])[C:14]([NH:30][CH:31]4[C@H:36]([O:37][CH3:38])[C@H:35]([OH:39])[C@@H:34]([O:40][CH3:41])[C@H:33]([CH3:42])[O:32]4)=[CH:15][C:16](=[O:29])[C:17]=2[C:18]=1[OH:28])[C:9]3=[O:44] |f:1.2|. Procedure: To a solution of (6R,6aS,14aR)-1,6,8,14a-tetrahydroxy-11-((3R,4R,5R,6S)-4-hydroxy-3,5-dimethoxy-6-methyltetrahydro-2H-pyran-2-ylamino)-6a-methoxy-3-methyl-7,9,12,14-tetraoxo-5,6,6a,7,9,12,14,14a-octahydrobenzo[a]tetracene-2-carboxylic acid (56 mg, 0.082 mmol) in THF (2 mL) was added polystyrene carbodiimide (0.15 mg, 0.17 mmol) and 1-hydroxybenzotriazole hydrate (22 mg, 0.16 mmol), and then the reaction mixture was stirred at room temperature under nitrogen. After 15 min, pyrrolidine (11 mg, 0.1...